This data is from the Open Reaction Database (ORD), a public repository of structured organic reaction records. The task is: describe an organic reaction: reactants, conditions, products, and yield The reactants are FC(OC1=CC=C(C=C1)NC(N[C@H]1CC[C@H](CC1)OC1=CC=C(C(=O)O)C=C1)=O)(F)F (cis-4-{4-[3-(4-Trifluoromethoxy-phenyl)-ureido]-cyclohexyloxy}-benzoic acid), CCN=C=NCCCN(C)C.Cl (EDC HCl), C=1C=CC2=C(C1)N=NN2O (HOBT), TEA, CN (MeNH2). Run in C1CCOC1 (THF), C1CCOC1 (THF). The product is CNC(C1=CC=C(C=C1)O[C@@H]1CC[C@@H](CC1)NC(=O)NC1=CC=C(C=C1)OC(F)(F)F)=O (cis-N-Methyl-4-{4-[3-(4-trifluoromethoxy-phenyl)-ureido]-cyclohexyloxy}-benzamide). As a reaction SMILES: [F:1][C:2]([F:31])([F:30])[O:3][C:4]1[CH:9]=[CH:8][C:7]([NH:10][C:11](=[O:29])[NH:12][C@@H:13]2[CH2:18][CH2:17][C@H:16]([O:19][C:20]3[CH:28]=[CH:27][C:23]([C:24](O)=[O:25])=[CH:22][CH:21]=3)[CH2:15][CH2:14]2)=[CH:6][CH:5]=1.CCN=C=NCCCN(C)C.Cl.C1C=CC2N(O)N=NC=2C=1.[CH3:54][NH2:55]>C1COCC1>[CH3:54][NH:55][C:24](=[O:25])[C:23]1[CH:22]=[CH:21][C:20]([O:19][C@H:16]2[CH2:17][CH2:18][C@@H:13]([NH:12][C:11]([NH:10][C:7]3[CH:8]=[CH:9][C:4]([O:3][C:2]([F:1])([F:30])[F:31])=[CH:5][CH:6]=3)=[O:29])[CH2:14][CH2:15]2)=[CH:28][CH:27]=1 |f:1.2|. Reported procedure: To a solution of 1686 (0.22 g, 0.5 mmol), EDC HCl (0.12 g, 0.63 mmol), HOBT (0.09 g, 0.63 mmol), TEA (0.17 mL, 0.63 mmol) in THF (10 mL) was added 2M MeNH2 in THF (1.25 mL, 2.5 mmol) at 0° C. The reaction mixture was allowed to slowly warm to room temperature overnight. The solvent was removed in vacuo and then purified by recrystallization with EtOAc/Hexanes gave the title compound, 0.2 g (89%) as a white solid. mp 207.3-208.4° C. 1H NMR (300 MHz, DMSO-d6): δ 8.55 (s, 1H), 8.26 (q, J=4 Hz, 1H),...